Dataset: the Open Reaction Database (ORD), a public repository of structured organic reaction records. Task: describe an organic reaction: reactants, conditions, products, and yield The reactants are C1(CCCCCC1)=O (cycloheptanone), CC(C)([O-])C.[K+] (potassium t-butoxide), C(C=C)Br (allyl bromide). Procedure: To a mechanically stirred mixture of potassium t-butoxide (Aldrich, 67.0 g, 0.6 mol) in benzene (600 mL) cooled to 0° C. under a nitrogen atmosphere was added cycloheptanone (Aldrich, 56.1 g, 0.5 mol) dropwise over 15 minutes. Ten minutes after the addition was complete, allyl bromide (Aldrich, 61.6 g, 0.51 mol) was added dropwise over 20 minutes. The reaction was warmed to room temperature, refluxed or 7 hrs., stirred at room temperature for 18 hrs., and diluted with 0.5 N KHSO4 (300 mL). This ... As a reaction SMILES: [CH3:1][C:2](C)([O-])[CH3:3].[K+].[C:7]1(=[O:14])[CH2:13][CH2:12][CH2:11][CH2:10][CH2:9][CH2:8]1.C(Br)C=C>C1C=CC=CC=1.OS([O-])(=O)=O.[K+].CCOCC.O>[CH2:3]([CH:8]1[CH2:9][CH2:10][CH2:11][CH2:12][CH2:13][C:7]1=[O:14])[CH:2]=[CH2:1] |f:0.1,5.6|. Yield: 32.1%. Solvent: OS(=O)(=O)[O-].[K+] (KHSO4), CCOCC (Et2O), OS(=O)(=O)[O-].[K+] (KHSO4), O (H2O), C1=CC=CC=C1 (benzene). Conditions: temperature 0 celsius, time 18 hour. The product is C(C=C)C1C(CCCCC1)=O (2-(2-propenyl)cycloheptanone). Starting materials: C(C)OC(C(CCC(NC(CO)C(=O)OCC)=O)N)=O (2-amino-4-(1-ethoxycarbonyl-2-hydroxy-ethylcarbamoyl)-butyric acid ethyl ester), S(=O)(Cl)Cl (thionyl chloride). The solvent is ClCCl (dichloromethane). Reaction conditions: time 8 hour. The product is [Cl-].ClCC(C(=O)OCC)NC(=O)CCC(C(=O)OCC)[NH3+] (3-(2-chloro-1-ethoxycarbonyl-ethylcarbamoyl)-1-ethoxycarbonyl-propyl-ammonium chloride). RXN SMILES: [CH2:1]([O:3][C:4](=[O:20])[CH:5]([NH2:19])[CH2:6][CH2:7][C:8](=[O:18])[NH:9][CH:10]([C:13]([O:15][CH2:16][CH3:17])=[O:14])[CH2:11]O)[CH3:2].S(Cl)([Cl:23])=O>ClCCl>[Cl-:23].[Cl:23][CH2:11][CH:10]([NH:9][C:8]([CH2:7][CH2:6][CH:5]([NH3+:19])[C:4]([O:3][CH2:1][CH3:2])=[O:20])=[O:18])[C:13]([O:15][CH2:16][CH3:17])=[O:14] |f:3.4|. Procedure details: A solution of alcohol (5) (0.29 g, 1 mmol) in dichloromethane (10 ml) was treated with thionyl chloride (1 g) and stirred at room temperature under nitrogen overnight. The solvent was removed on a rotary evaporator (bath temperature below 28° C.). Dichloromethane (10 ml) was added and stripped under the same conditions twice. The solid residue was taken in water (8 ml) and washed with MTBE (2×15 ml). The resulting aqueous solution contains pure (6) (LCMS) and was used as such in the next step. The reactants are C(C)OC(C(C(=O)C)C1=CC=CC=C1)=O (α-phenylacetoacetic acid ethyl ester), CC(C1=CC(=C(C=C1)Cl)Cl)NN (α-methyl-3,4-dichlorobenzylhydrazine). The solvent is C(C)O (ethanol). The product is CC=1NN(C(C1C1=CC=CC=C1)=O)C(C1=CC(=C(C=C1)Cl)Cl)C (3-Methyl-4-phenyl-1-(α-methyl-3,4-dichlorobenzyl)-pyrazol-5-one). As a reaction SMILES: C(O[C:4](=[O:15])[CH:5]([C:9]1[CH:14]=[CH:13][CH:12]=[CH:11][CH:10]=1)[C:6]([CH3:8])=O)C.[CH3:16][CH:17]([NH:26][NH2:27])[C:18]1[CH:23]=[CH:22][C:21]([Cl:24])=[C:20]([Cl:25])[CH:19]=1>C(O)C>[CH3:8][C:6]1[NH:27][N:26]([CH:17]([CH3:16])[C:18]2[CH:23]=[CH:22][C:21]([Cl:24])=[C:20]([Cl:25])[CH:19]=2)[C:4](=[O:15])[C:5]=1[C:9]1[CH:10]=[CH:11][CH:12]=[CH:13][CH:14]=1. Procedure details: 20.6 g of α-phenylacetoacetic acid ethyl ester were added dropwise under nitrogen to a solution of 20.5 g (0.1 mol) of α-methyl-3,4-dichlorobenzylhydrazine in 20 ml of absolute ethanol, during which the temperature of the reaction mixture rose to 55°C. After heating the reaction solution for two hours under reflux, the reaction product crystallized out on cooling the reaction mixture. The crystals were filtered off, rinsed with ether and recrystallized from an ethanol/dimethylformamide mixture. Reactants: BrC1(C(NC(NC1=O)=O)=O)Br (dibromobarbituric acid), C1(=CC=CC=C1)C(C=O)C (phenylpropionaldehyde), CS(=NC(=S)N)(C(C)C=1C=NC(=CC1)C(F)(F)F)=O (N-(methyl(oxo){1-[6-(trifluoromethyl)-3-pyridinyl]ethyl}-λ6-sulfanylidene)thiourea), BrC(C=O)CC1=CC=CC=C1 (2-bromo-3-phenylpropanal), BrC(C=O)CC1=CC=CC=C1 (2-bromo-3-phenylpropanal). Solvent: C(C)OCC (diethylether), CCO (EtOH), CCO (EtOH). Reaction conditions: time 5 day. Yields the product C(C1=CC=CC=C1)C1=CN=C(S1)N=S(=O)(C)C(C)C=1C=CC(=NC1)C(F)(F)F (5-{1-[(5-benzyl-1,3-thiazol-2-yl)(methyl)sulfonimidoyl]ethyl}-2-(trifluoromethyl)pyridine), oil. The yield is 19.0%. Reaction SMILES: Br[CH:2]([CH2:5][C:6]1[CH:11]=[CH:10][CH:9]=[CH:8][CH:7]=1)[CH:3]=O.BrC1(Br)C(=O)NC(=O)NC1=O.C1(C(C)C=O)C=CC=CC=1.[CH3:33][S:34](=[O:51])([CH:39]([C:41]1[CH:42]=[N:43][C:44]([C:47]([F:50])([F:49])[F:48])=[CH:45][CH:46]=1)[CH3:40])=[N:35][C:36]([NH2:38])=[S:37]>C(OCC)C.CCO>[CH2:5]([C:2]1[S:37][C:36]([N:35]=[S:34]([CH:39]([C:41]2[CH:46]=[CH:45][C:44]([C:47]([F:48])([F:49])[F:50])=[N:43][CH:42]=2)[CH3:40])([CH3:33])=[O:51])=[N:38][CH:3]=1)[C:6]1[CH:11]=[CH:10][CH:9]=[CH:8][CH:7]=1. Procedure details: Preparation of 2-bromo-3-phenylpropanal: dibromobarbituric acid (1.43 g, 5 mmol) was dissolved in diethylether (40 mL) and phenylpropionaldehyde (1.34 g, 1.33 mL, 10 mmol) was added. After stirring at room temperature for 5 days, precipitation of barbituric acid was observed. The reaction mixture was filtered and washed with sat. aq. NaHCO3 (1×40 mL), and brine (2×40 mL). The mixture was dried over Na2SO4, filtered, and the solvent was removed under reduced pressure. GC-MS analysis of the concen... The reactants are O=C1CCC(=O)N1Br, CN(C)C=O, Nc1c([N+](=O)[O-])ccc(F)c1F, O. Product: Nc1c([N+](=O)[O-])cc(Br)c(F)c1F. As a reaction SMILES: [Br:13][N:14]1[C:15](=[O:16])[CH2:17][CH2:18][C:19]1=[O:20].[CH3:22][N:23]([CH3:24])[CH:25]=[O:26].[F:1][c:2]1[c:3]([NH2:4])[c:5]([N+:10](=[O:11])[O-:12])[cH:6][cH:7][c:8]1[F:9].[OH2:21]>>[F:1][c:2]1[c:3]([NH2:4])[c:5]([N+:10](=[O:11])[O-:12])[cH:6][c:7]([Br:13])[c:8]1[F:9]. The reactants are FC=1C=C2C(=CNC2=CC1)CC1CCN(CC1)C(=O)OC(C)(C)C (tert-butyl 4-[(5-fluoro-1H-indol-3-yl)methyl]-1-piperidinecarboxylate), [H-].[Na+] (NaH), C1(=CC=CC=C1)S(=O)(=O)Cl (benzenesulfonyl chloride). Solvent: O1CCCC1 (tetrahydrofuran). Reaction conditions: time 0.5 hour. Product: FC=1C=C2C(=CN(C2=CC1)S(=O)(=O)C1=CC=CC=C1)CC1CCN(CC1)C(=O)OC(C)(C)C (tert-Butyl 4-{[5-fluoro-1-(phenylsulfonyl)-1H-indol-3-yl)methyl]-1-piperidinecarboxylate). RXN SMILES: [F:1][C:2]1[CH:3]=[C:4]2[C:8](=[CH:9][CH:10]=1)[NH:7][CH:6]=[C:5]2[CH2:11][CH:12]1[CH2:17][CH2:16][N:15]([C:18]([O:20][C:21]([CH3:24])([CH3:23])[CH3:22])=[O:19])[CH2:14][CH2:13]1.[H-].[Na+].[C:27]1([S:33](Cl)(=[O:35])=[O:34])[CH:32]=[CH:31][CH:30]=[CH:29][CH:28]=1>O1CCCC1>[F:1][C:2]1[CH:3]=[C:4]2[C:8](=[CH:9][CH:10]=1)[N:7]([S:33]([C:27]1[CH:32]=[CH:31][CH:30]=[CH:29][CH:28]=1)(=[O:35])=[O:34])[CH:6]=[C:5]2[CH2:11][CH:12]1[CH2:13][CH2:14][N:15]([C:18]([O:20][C:21]([CH3:24])([CH3:23])[CH3:22])=[O:19])[CH2:16][CH2:17]1 |f:1.2|. Procedure: A stirred solution of tert-butyl 4-[(5-fluoro-1H-indol-3-yl)methyl]-1-piperidinecarboxylate (665 mg, 2.0 mmol) in tetrahydrofuran is treated with NaH (60% in mineral oil, 120 mg, 3.0 mmol) portion-wise, under nitrogen, at room temperature, stirred for 0.5 hr, treated with benzenesulfonyl chloride (0.38 ml, 3.0 mmol), stirred for 18 hr under nitrogen at room temperature, quenched with water and diluted with ethyl acetate. The resultant phases are separated and the organic phase is washed with wat... The reactants are CC1=C(C(=C(CO)C(=C1F)F)F)F (4-methyl-2,3,5,6-tetrafluorobenzyl alcohol), Cl\C(\C(F)(F)F)=C/[C@H]1C([C@H]1C(=O)Cl)(C)C (cis-Z 3-(2-chloro-1,1,1-trifluoro-2-propenyl)-2,2-dimethylcyclopropane carbonyl chloride). Yields the product CC=1C(=C(C(=C(C1F)F)COC(=O)[C@@H]2[C@@H](C2(C)C)/C=C(/C(F)(F)F)\Cl)F)F (tefluthrin). As a reaction SMILES: [CH3:1][C:2]1[C:9]([F:10])=[C:8]([F:11])[C:5]([CH2:6][OH:7])=[C:4]([F:12])[C:3]=1[F:13].[Cl:14]/[C:15](=[CH:20]\[C@@H:21]1[C@H:23]([C:24](Cl)=[O:25])[C:22]1([CH3:28])[CH3:27])/[C:16]([F:19])([F:18])[F:17]>>[CH3:1][C:2]1[C:9]([F:10])=[C:8]([F:11])[C:5]([CH2:6][O:7][C:24]([C@H:23]2[C:22]([CH3:28])([CH3:27])[C@H:21]2/[CH:20]=[C:15](\[Cl:14])/[C:16]([F:19])([F:18])[F:17])=[O:25])=[C:4]([F:12])[C:3]=1[F:13]. Reported procedure: In a further aspect of the invention the 4-methyl-2,3,5,6-tetrafluorobenzyl alcohol is reacted with cis-Z 3-(2-chloro-1,1,1-trifluoro-2-propenyl)-2,2-dimethylcyclopropane carbonyl chloride to give tefluthrin. Reactants: CCBr, O=C([O-])[O-], [K+], [K+], CN(C)C=O, N#Cc1ccc([N+](=O)[O-])cc1O. The product is CCOc1cc([N+](=O)[O-])ccc1C#N. Reaction SMILES: [Br:19][CH2:20][CH3:21].[C:13](=[O:14])([O-:15])[O-:16].[K+:17].[K+:18].[O:22]=[CH:23][N:24]([CH3:25])[CH3:26].[OH:1][c:2]1[c:3]([C:4]#[N:5])[cH:6][cH:7][c:8]([N+:10](=[O:11])[O-:12])[cH:9]1>>[O:1]([c:2]1[c:3]([C:4]#[N:5])[cH:6][cH:7][c:8]([N+:10](=[O:11])[O-:12])[cH:9]1)[CH2:20][CH3:21]. The reactants are ClC=1C=C(C=CC1C)C(NC1=CC=C(C=C1)S(=O)(=O)C)=N (3-Chloro-4-methyl-N-[4-(methylsulfonyl)phenyl]benzenecarboximidamide), C([O-])(O)=O.[Na+] (sodium bicarbonate), BrCC(C(F)(F)F)=O (3-bromo-1,1,1-trifluoroacetone). Solvent: C(C)(C)O (isopropanol). Product: ClC=1C=C(C=CC1C)C=1N(CC(N1)(C(F)(F)F)O)C1=CC=C(C=C1)S(=O)(=O)C (2-(3-chloro-4-methylphenyl)-4-hydroxy-1-[4-(methylsulfonyl)phenyl]-4-(trifluoromethyl)-4,5-dihydro-1H-imidazole). Yield: 25.0%. RXN SMILES: [Cl:1][C:2]1[CH:3]=[C:4]([C:9](=[NH:21])[NH:10][C:11]2[CH:16]=[CH:15][C:14]([S:17]([CH3:20])(=[O:19])=[O:18])=[CH:13][CH:12]=2)[CH:5]=[CH:6][C:7]=1[CH3:8].C(=O)(O)[O-].[Na+].Br[CH2:28][C:29](=[O:34])[C:30]([F:33])([F:32])[F:31]>C(O)(C)C>[Cl:1][C:2]1[CH:3]=[C:4]([C:9]2[N:10]([C:11]3[CH:16]=[CH:15][C:14]([S:17]([CH3:20])(=[O:18])=[O:19])=[CH:13][CH:12]=3)[CH2:28][C:29]([OH:34])([C:30]([F:33])([F:32])[F:31])[N:21]=2)[CH:5]=[CH:6][C:7]=1[CH3:8] |f:1.2|. Procedure: To a mixture of 3-chloro-4-methyl-N-[4-(methylsulfonyl)phenyl]benzenecarboximidamide from Step 1 (2.35 g, 7.3 mmol) and sodium bicarbonate (1.23 g, 14.6 mmol) in isopropanol (100 mL), 3-bromo-1,1,1-trifluoroacetone (5.4 mL, 52 mmol) was added. After heating to reflux the reaction mixture for 24 hours, the solvent was removed. The residue was redissolved in methylene chloride and washed with water. The organic fractions were combined, dried over sodium sulfate, filtered and concentrated in vacuo.... The reactants are C(C)(C)(C)OC(=O)N1CCC(CC1)C1=C(C=CC=C1)C#N (4-(2-Cyano-phenyl)-piperidine-1-carboxylic acid tert-butyl ester). Solvent: Cl (hydrogen chloride), O1CCOCC1 (dioxane). Conditions: time 1 hour. Product: N1CCC(CC1)C1=C(C#N)C=CC=C1 (2-Piperidin-4-yl-benzonitrile). The yield is 102.5%. As a reaction SMILES: C(OC([N:8]1[CH2:13][CH2:12][CH:11]([C:14]2[CH:19]=[CH:18][CH:17]=[CH:16][C:15]=2[C:20]#[N:21])[CH2:10][CH2:9]1)=O)(C)(C)C>Cl.O1CCOCC1>[NH:8]1[CH2:13][CH2:12][CH:11]([C:14]2[CH:19]=[CH:18][CH:17]=[CH:16][C:15]=2[C:20]#[N:21])[CH2:10][CH2:9]1. Procedure details: 4-(2-Cyano-phenyl)-piperidine-1-carboxylic acid tert-butyl ester (0.15 g) was dissolved in a solution of hydrogen chloride in dioxane (4 M, 2 mL) and the mixture stirred for 1 hour. The solvent was evaporated under vacuum, and the resulting solid triturated from diethyl ether to give the title compound as a grey solid (0.1 g). LCMS m/z 187.2[M+H]+. R.T.=1.90 min (Analytical Method 4).